The task is: describe an organic reaction: reactants, conditions, products, and yield. This data is from the Open Reaction Database (ORD), a public repository of structured organic reaction records. Starting materials: COC(=O)[C@H]1[C@@H](CC(C1)=C)C(NC1=CC=C(C=C1)Cl)=O (trans-(1SR,2SR)-2-(4-Chloro-phenylcarbamoyl)-4-methylene-cyclopentane carboxylic acid methyl ester). Solvent: CO (MeOH), [OH-].[Na+] (NaOH). Yields the product ClC1=CC=C(C=C1)NC(=O)[C@H]1[C@@H](CC(C1)=C)C(=O)O (trans-(1SR,2SR)-2-(4-Chloro-phenylcarbamoyl)-4-methylene-cyclopentane carboxylic acid). As a reaction SMILES: C[O:2][C:3]([C@@H:5]1[CH2:9][C:8](=[CH2:10])[CH2:7][C@H:6]1[C:11](=[O:20])[NH:12][C:13]1[CH:18]=[CH:17][C:16]([Cl:19])=[CH:15][CH:14]=1)=[O:4]>CO.[OH-].[Na+]>[Cl:19][C:16]1[CH:15]=[CH:14][C:13]([NH:12][C:11]([C@@H:6]2[CH2:7][C:8](=[CH2:10])[CH2:9][C@H:5]2[C:3]([OH:4])=[O:2])=[O:20])=[CH:18][CH:17]=1 |f:2.3|. Procedure details: The crude material 1b (13.7 g) was dissolved in 200 ml of MeOH and 20 ml of 7 N NaOH, the solution was stirred at 22° C. for 2 h and evaporated. The residue was partitioned between 0.1 N NaOH and CH2Cl2, the aqueous layer was washed with CH2Cl2 and the aqueous layer was acidified with 25% HCl, the suspension was filtered and the residue dried to give 11.0 g (45% overall) of the pure title compound 1c as a pale brown solid. MS: 278.3 (M−H)−.